Dataset: the Open Reaction Database (ORD), a public repository of structured organic reaction records. Task: describe an organic reaction: reactants, conditions, products, and yield Starting materials: CCCCOC1(OCCCC)CCCCC1, CCn1c(CO)nc(C(C)C)c1Sc1cc(Cl)cc(Cl)c1. Yields the product CCCCOC1(OCc2nc(C(C)C)c(Sc3cc(Cl)cc(Cl)c3)n2CC)CCCCC1. As a reaction SMILES: [CH2:22]([CH2:23][CH2:24][CH3:25])[O:26][C:27]1([O:33][CH2:34][CH2:35][CH2:36][CH3:37])[CH2:28][CH2:29][CH2:30][CH2:31][CH2:32]1.[OH:1][CH2:2][c:3]1[n:4]([CH2:20][CH3:21])[c:5]([S:11][c:12]2[cH:13][c:14]([Cl:19])[cH:15][c:16]([Cl:18])[cH:17]2)[c:6]([CH:8]([CH3:9])[CH3:10])[n:7]1>>[O:1]([CH2:2][c:3]1[n:4]([CH2:20][CH3:21])[c:5]([S:11][c:12]2[cH:13][c:14]([Cl:19])[cH:15][c:16]([Cl:18])[cH:17]2)[c:6]([CH:8]([CH3:9])[CH3:10])[n:7]1)[C:27]1([O:26][CH2:22][CH2:23][CH2:24][CH3:25])[CH2:28][CH2:29][CH2:30][CH2:31][CH2:32]1. Starting materials: O.ON1N=NC2=C1C=CC=C2 (1-hydroxy-1H-benzotriazole hydrate), CC(C)(C)N (2-methylpropan-2-amine), ClC1=CC=C(C=C1)C1=NN(C(N1C1CC1)=O)S(=O)(=O)C1=CC=C(C=C1)C(=O)O (4-{[3-(4-Chlorophenyl)-4-cyclopropyl-5-oxo-4,5-dihydro-1H-1,2,4-triazol-1-yl]sulphonyl}benzenecarboxylic acid), Cl.CN(CCCN=C=NCC)C (N′-(3-dimethylaminopropyl)-N-ethylcarbodiimide hydrochloride). Run in CN(C)C=O (DMF), CO (methanol). Run at time 10 minute. The product is C(C)(C)(C)NC(=O)C1=CC=C(C=C1)S(=O)(=O)N1N=C(N(C1=O)C1CC1)C1=CC=C(C=C1)Cl (N-tert-Butyl-4-{[3-(4-chlorophenyl)-4-cyclopropyl-5-oxo-4,5-dihydro-1H-1,2,4-triazol-1-yl]sulphonyl}benzenecarboxamide). Reaction SMILES: [Cl:1][C:2]1[CH:7]=[CH:6][C:5]([C:8]2[N:12]([CH:13]3[CH2:15][CH2:14]3)[C:11](=[O:16])[N:10]([S:17]([C:20]3[CH:25]=[CH:24][C:23]([C:26](O)=[O:27])=[CH:22][CH:21]=3)(=[O:19])=[O:18])[N:9]=2)=[CH:4][CH:3]=1.O.ON1C2C=CC=CC=2N=N1.Cl.CN(C)CCCN=C=NCC.[CH3:52][C:53]([NH2:56])([CH3:55])[CH3:54]>CN(C=O)C.CO>[C:53]([NH:56][C:26]([C:23]1[CH:24]=[CH:25][C:20]([S:17]([N:10]2[C:11](=[O:16])[N:12]([CH:13]3[CH2:14][CH2:15]3)[C:8]([C:5]3[CH:4]=[CH:3][C:2]([Cl:1])=[CH:7][CH:6]=3)=[N:9]2)(=[O:19])=[O:18])=[CH:21][CH:22]=1)=[O:27])([CH3:55])([CH3:54])[CH3:52] |f:1.2,3.4|. Reported procedure: An amount of 50 mg (0.113 mmol) of the compound from Example 15A was introduced in 1 ml of DMF and admixed with 18 mg (0.136 mmol) of 1-hydroxy-1H-benzotriazole hydrate and with 28 mg (0.147 mmol) of N′-(3-dimethylaminopropyl)-N-ethylcarbodiimide hydrochloride. After 10 minutes of stirring at RT, 2-methylpropan-2-amine (13.1 μl, 0.124 mmol) was added and the mixture was stirred further at room temperature overnight. Subsequently the reaction solution was diluted with methanol and purified by pre... Starting materials: Nc1cccc(-c2c(Cc3ccccc3)cnc3c(C(F)(F)F)cccc23)c1, O=Cc1ccccc1. Product: FC(F)(F)c1cccc2c(-c3cccc(NCc4ccccc4)c3)c(Cc3ccccc3)cnc12. RXN SMILES: [CH2:1]([c:2]1[cH:3][cH:4][cH:5][cH:6][cH:7]1)[c:8]1[cH:9][n:10][c:11]2[c:12]([C:25]([F:26])([F:27])[F:28])[cH:13][cH:14][cH:15][c:16]2[c:17]1-[c:18]1[cH:19][c:20]([NH2:24])[cH:21][cH:22][cH:23]1.[CH:29](=[O:30])[c:31]1[cH:32][cH:33][cH:34][cH:35][cH:36]1>>[CH2:1]([c:2]1[cH:3][cH:4][cH:5][cH:6][cH:7]1)[c:8]1[cH:9][n:10][c:11]2[c:12]([C:25]([F:26])([F:27])[F:28])[cH:13][cH:14][cH:15][c:16]2[c:17]1-[c:18]1[cH:19][c:20]([NH:24][CH2:29][c:31]2[cH:32][cH:33][cH:34][cH:35][cH:36]2)[cH:21][cH:22][cH:23]1. Starting materials: FC(C(CC(=O)OCC)=O)(F)F (ethyl 4,4,4-trifluoroacetoacetate), C(CC)C1=C(C=CC=C1O)O (2-propylbenzene-1,3-diol). Reagents/catalysts: [Cl-].[Zn+2].[Cl-] (zinc chloride). Run in O (water). The product is OC1=CC=C2C(=CC(OC2=C1CCC)=O)C(F)(F)F (7-hydroxy-8-propyl-4-(trifluoromethyl)-2H-chromen-2-one). Yield: 77.0%. RXN SMILES: [CH2:1]([C:4]1[C:9]([OH:10])=[CH:8][CH:7]=[CH:6][C:5]=1[OH:11])[CH2:2][CH3:3].[F:12][C:13]([F:23])([F:22])[C:14](=O)[CH2:15][C:16](OCC)=[O:17]>[Cl-].[Zn+2].[Cl-].O>[OH:11][C:5]1[C:4]([CH2:1][CH2:2][CH3:3])=[C:9]2[C:8]([C:14]([C:13]([F:23])([F:22])[F:12])=[CH:15][C:16](=[O:17])[O:10]2)=[CH:7][CH:6]=1 |f:2.3.4|. Reported procedure: 2-propylbenzene-1,3-diol (J. Med. Chem., 38, pp 4411-4432, 1995) (3.65 g, 24.0 mmol), zinc chloride (3.60 g, 26.4 mmol), and ethyl 4,4,4-trifluoroacetoacetate (4.86 g, 26.4 mmol) were stirred overnight at 110° C. The reaction solution was added with water and extracted with ethyl acetate. Subsequently, the organic layer was washed with saturated saline, dried using anhydrous sodium sulfate, and concentrated under vacuum. The obtained residue was purified using silica-gel chromatography (chlorofo... Starting materials: O=C1CCC(=O)N1Br, ClCCl, Cc1nnnn1-c1ccc(C(=CC2CCCCCC2)C(=O)O)cc1Cl, Nc1nccs1, c1ccc(P(c2ccccc2)c2ccccc2)cc1. Yields the product Cc1nnnn1-c1ccc(C(=CC2CCCCCC2)C(=O)Nc2nccs2)cc1Cl. As a reaction SMILES: [Br:20][N:21]1[C:22](=[O:23])[CH2:24][CH2:25][C:26]1=[O:27].[CH2:59]([Cl:60])[Cl:61].[Cl:28][c:29]1[cH:30][c:31]([C:41]([C:42](=[O:43])[OH:44])=[CH:45][CH:46]2[CH2:47][CH2:48][CH2:49][CH2:50][CH2:51][CH2:52]2)[cH:32][cH:33][c:34]1-[n:35]1[n:36][n:37][n:38][c:39]1[CH3:40].[NH2:53][c:54]1[s:55][cH:56][cH:57][n:58]1.[c:1]1([P:2]([c:3]2[cH:4][cH:5][cH:6][cH:7][cH:8]2)[c:9]2[cH:10][cH:11][cH:12][cH:13][cH:14]2)[cH:15][cH:16][cH:17][cH:18][cH:19]1>>[Cl:28][c:29]1[cH:30][c:31]([C:41]([C:42](=[O:43])[NH:53][c:54]2[s:55][cH:56][cH:57][n:58]2)=[CH:45][CH:46]2[CH2:47][CH2:48][CH2:49][CH2:50][CH2:51][CH2:52]2)[cH:32][cH:33][c:34]1-[n:35]1[n:36][n:37][n:38][c:39]1[CH3:40]. Reactants: CO, COCOc1c(OC)cccc1SC(=S)N(C)C, Cl, C1COCCO1. Product: COc1cccc(SC(=S)N(C)C)c1O. RXN SMILES: [CH3:26][OH:27].[CH3:8][N:9]([C:10]([S:11][c:12]1[c:13]([O:20][CH2:21][O:22][CH3:23])[c:14]([O:18][CH3:19])[cH:15][cH:16][cH:17]1)=[S:24])[CH3:25].[ClH:7].[O:1]1[CH2:2][CH2:3][O:4][CH2:5][CH2:6]1>>[CH3:8][N:9]([C:10]([S:11][c:12]1[c:13]([OH:20])[c:14]([O:18][CH3:19])[cH:15][cH:16][cH:17]1)=[S:24])[CH3:25]. Reactants: [O-]S(=O)S(=O)[O-].[Na+].[Na+] (Na2S2O4), BrC1=CC(=C(C(=C1)C)SC1=NC(=NC(=C1[N+](=O)[O-])\C=C\N(C)C)N(C(OC(C)(C)C)=O)C1=CC=C(C=C1)C#N)C (tert-butyl 4-(4-bromo-2,6-dimethylphenylthio)-6-((E)-2-(dimethylamino)vinyl)-5-nitropyrimidin-2-yl4-cyanophenylcarbamate). Solvent: O (water), C1CCOC1 (THF). Run at time 2 day. The product is BrC1=CC(=C(C(=C1)C)SC=1C2=C(N=C(N1)N(C(OC(C)(C)C)=O)C1=CC=C(C=C1)C#N)C=CN2)C (tert-butyl 4-(4-bromo-2,6-dimethylphenylthio)-5H-pyrrolo[3,2-d]pyrimidin-2-yl-4-cyanophenylcarbamate). As a reaction SMILES: [O-]S(S([O-])=O)=O.[Na+].[Na+].[Br:9][C:10]1[CH:15]=[C:14]([CH3:16])[C:13]([S:17][C:18]2[C:23]([N+]([O-])=O)=[C:22](/[CH:27]=[CH:28]/[N:29](C)C)[N:21]=[C:20]([N:32]([C:40]3[CH:45]=[CH:44][C:43]([C:46]#[N:47])=[CH:42][CH:41]=3)[C:33](=[O:39])[O:34][C:35]([CH3:38])([CH3:37])[CH3:36])[N:19]=2)=[C:12]([CH3:48])[CH:11]=1>O.C1COCC1>[Br:9][C:10]1[CH:11]=[C:12]([CH3:48])[C:13]([S:17][C:18]2[C:23]3[NH:29][CH:28]=[CH:27][C:22]=3[N:21]=[C:20]([N:32]([C:40]3[CH:45]=[CH:44][C:43]([C:46]#[N:47])=[CH:42][CH:41]=3)[C:33](=[O:39])[O:34][C:35]([CH3:38])([CH3:37])[CH3:36])[N:19]=2)=[C:14]([CH3:16])[CH:15]=1 |f:0.1.2|. Procedure details: A solution of Na2S2O4 (230 mmol) in water (100 ml) is added to a solution of tert-butyl 4-(4-bromo-2,6-dimethylphenylthio)-6-((E)-2-(dimethylamino)vinyl)-5-nitropyrimidin-2-yl4-cyanophenylcarbamate (46 mmol) in THF (300 ml). The mixture is stirred at room temperature for 2 days and then concentrated. The residue is washed with water and extracted with ethyl acetate. The organic layer is concentrated and the product obtained by crystallization from a mixture of water and methanol. Starting materials: CO, [H][H], O=C(NCC(F)(F)F)C(c1ccccc1)N1CCN(c2ccc([N+](=O)[O-])cc2)CC1, c1ccsc1. The product is Nc1ccc(N2CCN(C(C(=O)NCC(F)(F)F)c3ccccc3)CC2)cc1. As a reaction SMILES: [CH3:38][OH:39].[H:36][H:37].[N+:1]([O-:2])(=[O:3])[c:4]1[cH:5][cH:6][c:7]([N:10]2[CH2:11][CH2:12][N:13]([CH:16]([C:17](=[O:18])[NH:19][CH2:20][C:21]([F:22])([F:23])[F:24])[c:25]3[cH:26][cH:27][cH:28][cH:29][cH:30]3)[CH2:14][CH2:15]2)[cH:8][cH:9]1.[cH:31]1[cH:32][s:33][cH:34][cH:35]1>>[NH2:1][c:4]1[cH:5][cH:6][c:7]([N:10]2[CH2:11][CH2:12][N:13]([CH:16]([C:17](=[O:18])[NH:19][CH2:20][C:21]([F:22])([F:23])[F:24])[c:25]3[cH:26][cH:27][cH:28][cH:29][cH:30]3)[CH2:14][CH2:15]2)[cH:8][cH:9]1.